Dataset: the Open Reaction Database (ORD), a public repository of structured organic reaction records. Task: describe an organic reaction: reactants, conditions, products, and yield Reaction conditions: time 18 hour. Yield: 92.3%. Reagents/catalysts: C=1C=CC(=CC1)/C=C/C(=O)/C=C/C2=CC=CC=C2.C=1C=CC(=CC1)/C=C/C(=O)/C=C/C2=CC=CC=C2.C=1C=CC(=CC1)/C=C/C(=O)/C=C/C2=CC=CC=C2.[Pd].[Pd] (Pd2(dba)3). Starting materials: BrC=1C=C(C(=O)N[C@H](C)C2=CC(=CC=C2)Cl)C=CC1Cl ((R)-3-bromo-4-chloro-N-(1-(3-chlorophenyl)ethyl)benzamide), C1(=CC=CC=C1)P(C1=CC=CC=2C(C3=CC=CC(=C3OC12)P(C1=CC=CC=C1)C1=CC=CC=C1)(C)C)C1=CC=CC=C1 (4,5-bis(diphenylphosphino)-9,9-dimethyl-9H-xanthene), C1(=CC=CC=C1)S (benzenethiol), C(C)N(C(C)C)C(C)C (N-ethyl-N-isopropylpropan-2-amine). Procedure: To a mixture of (R)-3-bromo-4-chloro-N-(1-(3-chlorophenyl)ethyl)benzamide 32 (0.634 g, 1.7 mmol), Pd2(dba)3 (0.100 g, 0.11 mmol), and 4,5-bis(diphenylphosphino)-9,9-dimethyl-9H-xanthene (0.125 g, 0.22 mmol) was added benzenethiol (0.173 mL, 1.7 mmol), dioxane (4.5 mL) and N-ethyl-N-isopropylpropan-2-amine (0.590 mL, 3.4 mmol). The reaction mixture was degassed and heated to reflux. After 18 h, the reaction mixture was diluted with EtOAc, washed with water (1×), brine (1×), dried over MgSO4, filt... Product: ClC1=C(C=C(C(=O)N[C@H](C)C2=CC(=CC=C2)Cl)C=C1)SC1=CC=CC=C1 ((R)-4-chloro-N-(1-(3-chlorophenyl)ethyl)-3-(phenylthio)benzamide). The solvent is O1CCOCC1 (dioxane). As a reaction SMILES: Br[C:2]1[CH:3]=[C:4]([CH:17]=[CH:18][C:19]=1[Cl:20])[C:5]([NH:7][C@@H:8]([C:10]1[CH:15]=[CH:14][CH:13]=[C:12]([Cl:16])[CH:11]=1)[CH3:9])=[O:6].C1(P(C2C=CC=CC=2)C2C3OC4C(=CC=CC=4P(C4C=CC=CC=4)C4C=CC=CC=4)C(C)(C)C=3C=CC=2)C=CC=CC=1.[C:63]1([SH:69])[CH:68]=[CH:67][CH:66]=[CH:65][CH:64]=1.C(N(C(C)C)C(C)C)C>C1C=CC(/C=C/C(/C=C/C2C=CC=CC=2)=O)=CC=1.C1C=CC(/C=C/C(/C=C/C2C=CC=CC=2)=O)=CC=1.C1C=CC(/C=C/C(/C=C/C2C=CC=CC=2)=O)=CC=1.[Pd].[Pd].O1CCOCC1>[Cl:20][C:19]1[CH:18]=[CH:17][C:4]([C:5]([NH:7][C@@H:8]([C:10]2[CH:15]=[CH:14][CH:13]=[C:12]([Cl:16])[CH:11]=2)[CH3:9])=[O:6])=[CH:3][C:2]=1[S:69][C:63]1[CH:68]=[CH:67][CH:66]=[CH:65][CH:64]=1 |f:4.5.6.7.8|.